Task: describe an organic reaction: reactants, conditions, products, and yield. Dataset: the Open Reaction Database (ORD), a public repository of structured organic reaction records The reactants are O.O=C(O)CN(C)C(N)=N (creatine monohydrate). Run in O (water). The product is O=C(O)CN(C)C(N)=N (creatine). RXN SMILES: O.[O:2]=[C:3]([CH2:5][N:6]([C:8](=[NH:10])[NH2:9])[CH3:7])[OH:4]>O>[O:2]=[C:3]([CH2:5][N:6]([C:8](=[NH:9])[NH2:10])[CH3:7])[OH:4] |f:0.1|. Procedure: An aqueous solution of creatine was prepared by dissolving 0.05 mg/ml of 99% pure creatine monohydrate in distilled water. This concentration corresponds to about 0.044 mg/ml of anhydrous creatine. A 1 ml sample was analyzed by HPLC using a Shimadzu LC-10AD Liquid Chromatograph. The operating parameters are as follows: The reactants are C1CCOC1, CCOP(=O)(CC(=O)O)OCC, CO, Cl, [Li]CCCC, O, O=CC=Cc1ccco1. Reaction SMILES: [CH2:28]1[O:29][CH2:30][CH2:31][CH2:32]1.[CH2:6]([O:7][P:8]([O:9][CH2:10][CH3:11])(=[O:12])[CH2:14][C:15](=[O:16])[OH:17])[CH3:13].[CH3:33][OH:34].[ClH:27].[Li:1][CH2:2][CH2:3][CH2:4][CH3:5].[OH2:35].[o:18]1[c:19]([CH:23]=[CH:24][CH:25]=[O:26])[cH:20][cH:21][cH:22]1>>[CH:14]([C:15](=[O:16])[OH:17])=[CH:25][CH:24]=[CH:23][c:19]1[o:18][cH:22][cH:21][cH:20]1. The product is O=C(O)C=CC=Cc1ccco1. Reactants: O1CC(=CC2=CC=CC=C12)C(=O)O (2H-Chromene-3-carboxylic acid), Cl (HCl), CO (MeOH). Yields the product COC(=O)C=1COC2=CC=CC=C2C1 (2H-Chromene-3-carboxylic acid methyl ester). Reaction SMILES: [O:1]1[C:10]2[C:5](=[CH:6][CH:7]=[CH:8][CH:9]=2)[CH:4]=[C:3]([C:11]([OH:13])=[O:12])[CH2:2]1.Cl.[CH3:15]O>>[CH3:15][O:12][C:11]([C:3]1[CH2:2][O:1][C:10]2[C:5]([CH:4]=1)=[CH:6][CH:7]=[CH:8][CH:9]=2)=[O:13]. Reported procedure: Compound 16B (5 g) and concentrated HCl (2 mL) in MeOH (200 mL) were heated to reflux for 30 h. The reaction mixture was quenched with water (200 mL) and ether (200 mL). Separated the organic layer, washed with water, brine, dried (MgSO4), concentrated to give an off-white solid, compound 16C (4.2 g). mp 56-57° C.; MS: 191 (M+1)+. Preparation of 6-Chlorosulfonyl-2H-chromene-3-carboxylic acid methyl ester (Compound 16D) Reactants: COC(=O)CBr, O=C(NC1N=C(c2ccccc2F)c2ccccc2NC1=O)OCc1ccccc1, CC(=O)O, CN(C)C=O, [H-], [Na+], O. Product: COC(=O)CN1C(=O)C(NC(=O)OCc2ccccc2)N=C(c2ccccc2F)c2ccccc21. Reaction SMILES: [Br:33][CH2:34][C:35](=[O:36])[O:37][CH3:38].[CH2:3]([c:4]1[cH:5][cH:6][cH:7][cH:8][cH:9]1)[O:10][C:11](=[O:12])[NH:13][CH:14]1[C:15](=[O:32])[NH:16][c:17]2[c:18]([cH:28][cH:29][cH:30][cH:31]2)[C:19]([c:21]2[c:22]([F:27])[cH:23][cH:24][cH:25][cH:26]2)=[N:20]1.[CH3:39][C:40](=[O:41])[OH:42].[CH3:43][N:44]([CH3:45])[CH:46]=[O:47].[H-:1].[Na+:2].[OH2:48]>>[CH2:3]([c:4]1[cH:5][cH:6][cH:7][cH:8][cH:9]1)[O:10][C:11](=[O:12])[NH:13][CH:14]1[C:15](=[O:32])[N:16]([CH2:34][C:35](=[O:36])[O:37][CH3:38])[c:17]2[c:18]([cH:28][cH:29][cH:30][cH:31]2)[C:19]([c:21]2[c:22]([F:27])[cH:23][cH:24][cH:25][cH:26]2)=[N:20]1. The reactants are sodium triacetoxy-boron hydride, NCC1=C2C=CC(=NC2=CC=C1)NCC=1OC(=CC1)C ((5-aminomethyl-quinolin-2-yl)-(5-methyl-furan-2-ylmethyl)-amine), FC1=CC=C(C=O)C=C1 (4-fluorobenzaldehyde), C(C)(=O)O (acetic acid), ice. Solvent: ClC(C)Cl (1,1-dichloroethane). Run at time 21 hour. Product: CC1=CC=C(O1)CN ((5-methyl-furan-2-ylmethyl)-amine), FC1=CC=C(CNCC2=C3C=CC(=NC3=CC=C2)NCC=2OC(=CC2)C)C=C1 ({5-[(4-Fluoro-benzylamino)-methyl]-quinolin-2-yl}-(5-methyl-furan-2-ylmethyl)-amine). The yield is 22.0%. RXN SMILES: [NH2:1][CH2:2][C:3]1[CH:12]=[CH:11][CH:10]=[C:9]2[C:4]=1[CH:5]=[CH:6][C:7]([NH:13][CH2:14][C:15]1[O:16][C:17]([CH3:20])=[CH:18][CH:19]=1)=[N:8]2.[F:21][C:22]1[CH:29]=[CH:28][C:25]([CH:26]=O)=[CH:24][CH:23]=1.C(O)(=O)C>ClC(Cl)C>[CH3:20][C:17]1[O:16][C:15]([CH2:14][NH2:13])=[CH:19][CH:18]=1.[F:21][C:22]1[CH:29]=[CH:28][C:25]([CH2:26][NH:1][CH2:2][C:3]2[CH:12]=[CH:11][CH:10]=[C:9]3[C:4]=2[CH:5]=[CH:6][C:7]([NH:13][CH2:14][C:15]2[O:16][C:17]([CH3:20])=[CH:18][CH:19]=2)=[N:8]3)=[CH:24][CH:23]=1. Reported procedure: A solution of (5-aminomethyl-quinolin-2-yl)-(5-methyl-furan-2-ylmethyl)-amine (example 126, step B) (95 mg, 0.355 mmol), 4-fluorobenzaldehyde (97 mg, 0.78 mmol) and acetic acid (85.4 mg, 1.42 mmol) in 1,1-dichloroethane (5 ml) was stirred at room temperature for 30 min. Afterwards sodium triacetoxy-boron hydride (176 mg, 0.75 mmol) was added, the reaction mixture was allowed to stir for 21 h at room temperature, poured into ice/saturated NaHCO3 solution (20 ml) and extracted with ethyl acetate (... Starting materials: COC(=O)c1ccc(C=CC(C2CCCCC2)n2c(-c3ccc(OC)nc3OC)nc3cc(F)c(F)cc32)cc1, CO. Yields the product COC(=O)c1ccc(CCC(C2CCCCC2)n2c(-c3ccc(OC)nc3OC)nc3cc(F)c(F)cc32)cc1. Reaction SMILES: [CH3:1][O:2][C:3]([c:4]1[cH:5][cH:6][c:7]([CH:10]=[CH:11][CH:12]([n:13]2[c:14](-[c:24]3[c:25]([O:32][CH3:33])[n:26][c:27]([O:30][CH3:31])[cH:28][cH:29]3)[n:15][c:16]3[c:17]2[cH:18][c:19]([F:23])[c:20]([F:22])[cH:21]3)[CH:34]2[CH2:35][CH2:36][CH2:37][CH2:38][CH2:39]2)[cH:8][cH:9]1)=[O:40].[CH3:41][OH:42]>>[CH3:1][O:2][C:3]([c:4]1[cH:5][cH:6][c:7]([CH2:10][CH2:11][CH:12]([n:13]2[c:14](-[c:24]3[c:25]([O:32][CH3:33])[n:26][c:27]([O:30][CH3:31])[cH:28][cH:29]3)[n:15][c:16]3[c:17]2[cH:18][c:19]([F:23])[c:20]([F:22])[cH:21]3)[CH:34]2[CH2:35][CH2:36][CH2:37][CH2:38][CH2:39]2)[cH:8][cH:9]1)=[O:40].